Dataset: the Open Reaction Database (ORD), a public repository of structured organic reaction records. Task: describe an organic reaction: reactants, conditions, products, and yield The reactants are COCCOC, O=C=Nc1ccccc1OC(F)F, Nc1cnccn1. The product is O=C(Nc1cnccn1)Nc1ccccc1OC(F)F. RXN SMILES: [CH2:21]([CH2:22][O:23][CH3:24])[O:25][CH3:26].[F:1][CH:2]([O:3][c:4]1[c:5]([N:10]=[C:11]=[O:12])[cH:6][cH:7][cH:8][cH:9]1)[F:13].[NH2:14][c:15]1[n:16][cH:17][cH:18][n:19][cH:20]1>>[F:1][CH:2]([O:3][c:4]1[c:5]([NH:10][C:11](=[O:12])[NH:14][c:15]2[n:16][cH:17][cH:18][n:19][cH:20]2)[cH:6][cH:7][cH:8][cH:9]1)[F:13]. Starting materials: C(#N)C1=CC=C(C=C1)C1=CC=C(C=C1)O (4-cyano-4′-hydroxybiphenyl), C(C=C)Br (allyl bromide), C([O-])([O-])=O.[K+].[K+] (potassium carbonate), CC(CC)=O (2-butanone). The solvent is O (Water). The product is C(C=C)OC1=CC=C(C=C1)C1=CC=C(C=C1)C#N (4-allyloxy-4′-cyanobiphenyl). Isolated yield 91.3%. RXN SMILES: [C:1]([C:3]1[CH:8]=[CH:7][C:6]([C:9]2[CH:14]=[CH:13][C:12]([OH:15])=[CH:11][CH:10]=2)=[CH:5][CH:4]=1)#[N:2].[CH2:16](Br)[CH:17]=[CH2:18].C(=O)([O-])[O-].[K+].[K+].CC(=O)CC>O>[CH2:18]([O:15][C:12]1[CH:13]=[CH:14][C:9]([C:6]2[CH:5]=[CH:4][C:3]([C:1]#[N:2])=[CH:8][CH:7]=2)=[CH:10][CH:11]=1)[CH:17]=[CH2:16] |f:2.3.4|. Reported procedure: A solution prepared by adding 20 g of 4-cyano-4′-hydroxybiphenyl, 20 g of allyl bromide and 25 g of potassium carbonate to 250 ml of 2-butanone was refluxed for 7 hours. Water was added to the reaction solution for liquid-liquid separation, and the organic layer was washed with water and dried with anhydrous magnesium sulfate. The solvent was evaporated away, and the resulting residue was purified through silica gel column chromatography using toluene as an eluent solvent and then further recrys... The reactants are [BH4-].[Li+] (Lithium borohydride), ClC=1C=CC(=C2N3C(=NC21)N(CCC3)C=3C=NC(=CC3C)N(C)C)C(=O)OC (methyl 9-chloro-1-[6-(dimethylamino)-4-methylpyridin-3-yl]-1,2,3,4-tetrahydropyrimido[1,2-a]benzimidazole-6-carboxylate). The solvent is O1CCCC1 (tetrahydrofuran). Run at temperature 40 celsius, time 24 hour. The product is ClC1=CC=C(C=2N3C(=NC21)N(CCC3)C=3C=NC(=CC3C)N(C)C)CO ({9-Chloro-1-[6-(dimethylamino)-4-methylpyridin-3-yl]-1,2,3,4-tetrahydropyrimido[1,2-a]benzimidazol-6-yl}methanol). The yield is 99.7%. RXN SMILES: [BH4-].[Li+].[Cl:3][C:4]1[CH:5]=[CH:6][C:7]([C:27](OC)=[O:28])=[C:8]2[C:12]=1[N:11]=[C:10]1[N:13]([C:17]3[CH:18]=[N:19][C:20]([N:24]([CH3:26])[CH3:25])=[CH:21][C:22]=3[CH3:23])[CH2:14][CH2:15][CH2:16][N:9]21>O1CCCC1>[Cl:3][C:4]1[C:12]2[N:11]=[C:10]3[N:13]([C:17]4[CH:18]=[N:19][C:20]([N:24]([CH3:25])[CH3:26])=[CH:21][C:22]=4[CH3:23])[CH2:14][CH2:15][CH2:16][N:9]3[C:8]=2[C:7]([CH2:27][OH:28])=[CH:6][CH:5]=1 |f:0.1|. Reported procedure: Lithium borohydride (265 mg, 12.2 mmol) was added to a stirred solution of methyl 9-chloro-1-[6-(dimethylamino)-4-methylpyridin-3-yl]-1,2,3,4-tetrahydropyrimido[1,2-a]benzimidazole-6-carboxylate (1.22 g, 3.05 mmol) in tetrahydrofuran (20 ml) at room temperature, and the mixture was stirred at 40° C. for 24 hr. The reaction was quenched by aqueous saturated ammonium chloride at 0° C., concentrated in vacuo and the precipitate was collected by filtration, washed with water, diisopropyl ether to gi... The reactants are CI, CN(C)C=O, Cc1ncsc1C(O)c1ccccc1, [H-], [Na+]. Yields the product COC(c1ccccc1)c1scnc1C. Reaction SMILES: [CH3:17][I:18].[CH3:19][N:20]([CH3:21])[CH:22]=[O:23].[CH3:3][c:4]1[n:5][cH:6][s:7][c:8]1[CH:9]([OH:10])[c:11]1[cH:12][cH:13][cH:14][cH:15][cH:16]1.[H-:1].[Na+:2]>>[CH3:3][c:4]1[n:5][cH:6][s:7][c:8]1[CH:9]([O:10][CH3:17])[c:11]1[cH:12][cH:13][cH:14][cH:15][cH:16]1. Reactants: NC1=C(C=CC(=C1)C(F)(F)F)OC (2-amino-4-trifluoromethylanisole), [B-](F)(F)(F)F (fluoborate). The product is FC1=C(C=CC(=C1)C(F)(F)F)OC (2-fluoro-4-trifluoromethylanisole). Reaction SMILES: N[C:2]1[CH:7]=[C:6]([C:8]([F:11])([F:10])[F:9])[CH:5]=[CH:4][C:3]=1[O:12][CH3:13].[B-](F)(F)(F)[F:15]>>[F:15][C:2]1[CH:7]=[C:6]([C:8]([F:11])([F:10])[F:9])[CH:5]=[CH:4][C:3]=1[O:12][CH3:13]. Procedure: The 2-amino-4-trifluoromethylphenols (XI) required for the reaction sequence just described may be prepared by conventional methods. Thus, 2-amino-6-fluoro-4-trifluoromethylphenol may be prepared from 2-nitro-4-trifluoromethylchlorobenzene by reacting the latter with sodium methoxide to give 2-nitro-4-trifluoromethylanisole, and reducing this compound to 2-amino-4-trifluoromethylanisole. The latter compound may be diazotised and converted to its fluoborate salt and heated to give 2-fluoro-4-trif... The yield is 60.0%. Reaction conditions: time 96 hour. Reactants: Cl (HCl), C(C1=CC=CC=C1)I (Benzyl iodide), C([O-])([O-])=O.[K+].[K+] (potassium carbonate), C(C1=CC=CC=C1)N(S(=O)(=O)NC)C(C(=O)[O-])C(C)C ([benzyl-(methylaminosulfonyl)amino]-3-methylbutyrate). Solvent: CN(C)C=O (DMF). Product: C(C1=CC=CC=C1)N([C@@H](C(=O)OC)C(C)C)S(=O)(=O)NCCC1=CC=CC=C1 (methyl 2-(R)-[benzyl-(benzylmethylaminosulfonyl)amino]-3-methylbutyrate). Reported procedure: Benzyl iodide (280 mg, 1.28 mmol) and anhydrous potassium carbonate (440 mg, 3.2 mmol) were added to a solution of methyl 2-(R)-([benzyl-(methylaminosulfonyl)amino]-3-methylbutyrate (200 mg, 0.64 mmol), [prepared as described in Step 1 above] in DMF (3 ml) at RT. After 96 h, 1 M HCl was added and the product was extracted into ethyl acetate. The organic layer was washed with dilute sodium thiosulfate and brine and dried over MgSO4. The organics were removed in vacuo and the residue was chromatog... Reaction SMILES: [CH2:1](I)[C:2]1[CH:7]=[CH:6][CH:5]=[CH:4][CH:3]=1.[C:9](=O)([O-])[O-].[K+].[K+].[CH2:15]([N:22]([CH:28]([CH:32]([CH3:34])[CH3:33])[C:29]([O-:31])=[O:30])[S:23]([NH:26][CH3:27])(=[O:25])=[O:24])[C:16]1[CH:21]=[CH:20][CH:19]=[CH:18][CH:17]=1.Cl>CN(C=O)C>[CH2:15]([N:22]([S:23]([NH:26][CH2:27][CH2:1][C:2]1[CH:7]=[CH:6][CH:5]=[CH:4][CH:3]=1)(=[O:25])=[O:24])[C@H:28]([CH:32]([CH3:34])[CH3:33])[C:29]([O:31][CH3:9])=[O:30])[C:16]1[CH:17]=[CH:18][CH:19]=[CH:20][CH:21]=1 |f:1.2.3|. The reactants are solution, C(CCC)[Li] (n-butyllithium), COC=1C(=C(C2=C(CCC(O2)(C)CCN2CCNCC2)C1C)C)C (3,4-dihydro-6-methoxy-2-[2-(piperazin-1-yl)ethyl]-2,5,7,8-tetramethyl-2H-benzopyran), resultant mixture, resultant mixture, O1CCCC1 (tetrahydrofuran), O (water), halogenated terpene. Run in CCCCCC (hexane). Yields the product O1CCCC2=C1C=CC=C2 (3,4-dihydrobenzopyran). As a reaction SMILES: CO[C:3]1[C:4](C)=[C:5](C)[C:6]2[O:11][C:10](CCN3CCNCC3)(C)[CH2:9][CH2:8][C:7]=2[C:21]=1C.O1CCCC1.C([Li])CCC.O>CCCCCC>[O:11]1[C:6]2[CH:5]=[CH:4][CH:3]=[CH:21][C:7]=2[CH2:8][CH2:9][CH2:10]1. Procedure: A solution composed of 2 g (6.02 mmol) of the 3,4-dihydro-6-methoxy-2-[2-(piperazin-1-yl)ethyl]-2,5,7,8-tetramethyl-2H-benzopyran obtained by the process of Example 12 and 50 ml of tetrahydrofuran was cooled to -40° C. in a nitrogen atmosphere and, to this solution, 4.7 ml of a 15% solution of n-butyllithium in hexane was added gradually. The resultant mixture was stirred at -40° C. for 30 minutes. Then, 6.65 millimoles of the halogenated terpene compound (X') was added gradually thereto, and th...